This data is from the Open Reaction Database (ORD), a public repository of structured organic reaction records. The task is: describe an organic reaction: reactants, conditions, products, and yield Starting materials: Nc1ncc(Br)s1, Br, O=C([O-])[O-], CCOC(=O)c1ccc(O)c(F)c1, CC(C)=O, [Cs+], [Cs+]. The product is CCOC(=O)c1ccc(Oc2cnc(N)s2)c(F)c1. RXN SMILES: [Br:2][c:3]1[cH:4][n:5][c:6]([NH2:8])[s:7]1.[BrH:1].[C:22](=[O:23])([O-:24])[O-:25].[CH2:9]([CH3:10])[O:11][C:12]([c:13]1[cH:14][c:15]([F:20])[c:16]([OH:19])[cH:17][cH:18]1)=[O:21].[CH3:28][C:29](=[O:30])[CH3:31].[Cs+:26].[Cs+:27]>>[c:3]1([O:19][c:16]2[c:15]([F:20])[cH:14][c:13]([C:12]([O:11][CH2:9][CH3:10])=[O:21])[cH:18][cH:17]2)[cH:4][n:5][c:6]([NH2:8])[s:7]1. The reactants are COC(=O)C=1C2=C(N=C(C1)C1=CC=C(C=C1)O)N(N=C2C2CC2)C2OCCCC2 (3-cyclopropyl-6-(4-hydroxy-phenyl)-1-(tetrahydro-pyran-2-yl)-1H-pyrazolo[3,4-b]pyridine-4-carboxylic acid methyl ester), [OH-].[Na+] (sodium hydroxide), C(C)(=O)O (acetic acid). Run in C(C)(C)O (isopropanol). Conditions: time 5 hour. Product: C1(CC1)C1=NN(C=2N=C(C=C(C21)C(=O)O)C2=CC=C(C=C2)O)C2OCCCC2 (3-Cyclopropyl-6-(4-hydroxy-phenyl)-1-(tetrahydro-pyran-2-yl)-1H-pyrazolo[3,4-b]pyridine-4-carboxylic acid). The yield is 95.0%. Reaction SMILES: C[O:2][C:3]([C:5]1[C:6]2[C:20]([CH:21]3[CH2:23][CH2:22]3)=[N:19][N:18]([CH:24]3[CH2:29][CH2:28][CH2:27][CH2:26][O:25]3)[C:7]=2[N:8]=[C:9]([C:11]2[CH:16]=[CH:15][C:14]([OH:17])=[CH:13][CH:12]=2)[CH:10]=1)=[O:4].[OH-].[Na+].C(O)(=O)C>C(O)(C)C>[CH:21]1([C:20]2[C:6]3[C:5]([C:3]([OH:4])=[O:2])=[CH:10][C:9]([C:11]4[CH:16]=[CH:15][C:14]([OH:17])=[CH:13][CH:12]=4)=[N:8][C:7]=3[N:18]([CH:24]3[CH2:29][CH2:28][CH2:27][CH2:26][O:25]3)[N:19]=2)[CH2:22][CH2:23]1 |f:1.2|. Procedure details: A mixture of 3-cyclopropyl-6-(4-hydroxy-phenyl)-1-(tetrahydro-pyran-2-yl)-1H-pyrazolo[3,4-b]pyridine-4-carboxylic acid methyl ester (11.3 g) and sodium hydroxide solution (1N, 100 mL) in isopropanol (100 mL) was stirred at r.t. for 5 h. The mixture was poured onto ice-water and the pH was adjusted to 5 with acetic acid. The mixture was extracted with dichloromethane three times and the combined organic layers were dried over magnesium sulphate, filtrated and concentrated in vacuo. 10.35 g (95%) ... The reactants are [N+](=O)([O-])C=1C(=C(C=C(C=O)C1)OC)O (5-nitrovanillin), C1(=C(C=CC=C1)N)N (1,2-phenylenediamine). Solvent: CO (methanol), [N+](=O)([O-])C1=CC=CC=C1 (nitrobenzene). Reaction conditions: time 15 minute. Product: N1=C(NC2=C1C=CC=C2)C2=CC(=C(C(=C2)[N+](=O)[O-])O)OC (4-(2-benzimidazolyl)-2-methoxy-6-nitrophenol). RXN SMILES: [N+:1]([C:4]1[C:5]([OH:14])=[C:6]([O:12][CH3:13])[CH:7]=[C:8]([CH:11]=1)[CH:9]=O)([O-:3])=[O:2].[C:15]1([NH2:22])[CH:20]=[CH:19][CH:18]=[CH:17][C:16]=1[NH2:21]>CO.[N+](C1C=CC=CC=1)([O-])=O>[N:21]1[C:16]2[CH:17]=[CH:18][CH:19]=[CH:20][C:15]=2[NH:22][C:9]=1[C:8]1[CH:11]=[C:4]([N+:1]([O-:3])=[O:2])[C:5]([OH:14])=[C:6]([O:12][CH3:13])[CH:7]=1. Reported procedure: aa) A solution of 4.93 g of 5-nitrovanillin and 2.7 g of 1,2-phenylenediamine in 45 ml of methanol and 15 ml of nitrobenzene is heated to boiling under reflux. After 15 minutes crystals begin to separate from the red solution. After 18 hours the reaction mixture is cooled to room temperature and diluted with 60 ml of methanol. The crystals are filtered under suction and washed with methanol. There is obtained 4-(2-benzimidazolyl)-2-methoxy-6-nitrophenol of m.p. 198°-200° (from N,N-dimethylformam... Reactants: [N-]=[N+]=[N-].[Na+] (Sodium azide), C(#N)C1CCN(CC1)C(=O)OC(C)(C)C (tert-butyl 4-cyanopiperidine-1-carboxylate). Run in C(C)(=O)OCC (ethyl acetate), CN(C)C=O (DMF). Run at time 48 hour. Product: N1N=NN=C1C1CCN(CC1)C(=O)OC(C)(C)C (tert-butyl 4-(1H-tetrazol-5-yl)piperidine-1-carboxylate). Isolated yield 66.6%. RXN SMILES: [N-:1]=[N+:2]=[N-:3].[Na+].[C:5]([CH:7]1[CH2:12][CH2:11][N:10]([C:13]([O:15][C:16]([CH3:19])([CH3:18])[CH3:17])=[O:14])[CH2:9][CH2:8]1)#[N:6]>CN(C=O)C.C(OCC)(=O)C>[NH:1]1[C:5]([CH:7]2[CH2:12][CH2:11][N:10]([C:13]([O:15][C:16]([CH3:19])([CH3:18])[CH3:17])=[O:14])[CH2:9][CH2:8]2)=[N:6][N:3]=[N:2]1 |f:0.1|. Reported procedure: Sodium azide (228 mg, 3.50 mmol) was added to a stirred, cooled RT mixture of tert-butyl 4-cyanopiperidine-1-carboxylate (243 mg, 1.167 mmol) in DMF (5 ml) and the mixture was stirred at 100° C. for 48 h. The mixture was cooled, diluted with ethyl acetate (100 mL), washed with brine (3×50 mL), dried over sodium sulfate, filtered, and the solvent was evaporated under reduced pressure. The residue was purified by column chromatography on silica gel Biotage 40S, eluting with 10% methanol in dichlor... Reactants: ClC1=CC(=CC=C1)C(=O)OO (m-chloroperbenzoic acid), ClC=1N=NC(=CC1)SC (3-Chloro-6-(methylthio)pyridazine), O (Water). Solvent: C(Cl)Cl (methylene chloride), C(Cl)Cl (methylene chloride). Run at temperature 0 celsius, time 30 minute. Product: ClC=1N=NC(=CC1)S(=O)(=O)C (3-Chloro-6-(methylsulfonyl)pyridazine). Yield: 71.0%. Reaction SMILES: [Cl:1][C:2]1[N:3]=[N:4][C:5]([S:8][CH3:9])=[CH:6][CH:7]=1.ClC1C=CC=C(C(OO)=[O:18])C=1.[OH2:21]>C(Cl)Cl>[Cl:1][C:2]1[N:3]=[N:4][C:5]([S:8]([CH3:9])(=[O:18])=[O:21])=[CH:6][CH:7]=1. Reported procedure: 3-Chloro-6-(methylthio)pyridazine (90 mg, 0.50 mmol) synthesized in Example (118b) was dissolved in methylene chloride (10 mL), and m-chloroperbenzoic acid (220 mg, 1.00 mmol) was added, followed by stirring at 0° C. for 30 minutes under nitrogen atmosphere. Water (20 mL) was added to the reaction solution, and extraction was carried out twice with methylene chloride (10 mL). The organic layer was washed with saturated brine, and subsequently dried over anhydrous magnesium sulfate. The solvent w... Yields the product CCCN1CCC2(CC1)C(=O)N(Cc1cc3cnc(C#N)nc3n1CC(C)(C)C)C(=O)N2C. RXN SMILES: [Br:51][CH2:52][CH2:53][CH3:54].[CH3:21][C:22]([CH2:23][n:24]1[c:25]([CH2:35][N:36]2[C:37](=[O:48])[N:38]([CH3:47])[C:39]3([C:40]2=[O:41])[CH2:42][CH2:43][NH:44][CH2:45][CH2:46]3)[cH:26][c:27]2[c:28]1[n:29][c:30]([C:33]#[N:34])[n:31][cH:32]2)([CH3:49])[CH3:50].[H-:2].[Na+:1].[O:3]1[CH2:4][CH2:5][O:6][CH2:7][CH2:8][O:9][CH2:10][CH2:11][O:12][CH2:13][CH2:14][O:15][CH2:16][CH2:17][O:18][CH2:19][CH2:20]1.[O:55]=[CH:56][N:57]([CH3:58])[CH3:59]>>[CH3:21][C:22]([CH2:23][n:24]1[c:25]([CH2:35][N:36]2[C:37](=[O:48])[N:38]([CH3:47])[C:39]3([C:40]2=[O:41])[CH2:42][CH2:43][N:44]([CH2:52][CH2:53][CH3:54])[CH2:45][CH2:46]3)[cH:26][c:27]2[c:28]1[n:29][c:30]([C:33]#[N:34])[n:31][cH:32]2)([CH3:49])[CH3:50]. Starting materials: CCCBr, CN1C(=O)N(Cc2cc3cnc(C#N)nc3n2CC(C)(C)C)C(=O)C12CCNCC2, [H-], [Na+], C1COCCOCCOCCOCCOCCO1, CN(C)C=O.